Dataset: the Open Reaction Database (ORD), a public repository of structured organic reaction records. Task: describe an organic reaction: reactants, conditions, products, and yield The reactants are COC1=CC=C(C=N1)NC1=NC(=NC=C1C1=NC(=NC(=N1)C)SC)C1=CC=NC=C1 (N-(6-methoxypyridin-3-yl)-5-(4-methyl-6-(methylthio)-1,3,5-triazin-2-yl)-2-(pyridin-4-yl)pyrimidin-4-amine), N (ammonia). The solvent is O1CCOCC1 (dioxane). Run at temperature 100 celsius. Yields the product COC1=CC=C(C=N1)NC1=NC(=NC=C1C1=NC(=NC(=N1)C)N)C1=CC=NC=C1 (4-(4-(6-methoxypyridin-3-ylamino)-2-(pyridin-4-yl)pyrimidin-5-yl)-6-methyl-1,3,5-triazin-2-amine). Yield: 54.4%. As a reaction SMILES: [CH3:1][O:2][C:3]1[N:8]=[CH:7][C:6]([NH:9][C:10]2[C:15]([C:16]3[N:21]=[C:20]([CH3:22])[N:19]=[C:18](SC)[N:17]=3)=[CH:14][N:13]=[C:12]([C:25]3[CH:30]=[CH:29][N:28]=[CH:27][CH:26]=3)[N:11]=2)=[CH:5][CH:4]=1.[NH3:31]>O1CCOCC1>[CH3:1][O:2][C:3]1[N:8]=[CH:7][C:6]([NH:9][C:10]2[C:15]([C:16]3[N:21]=[C:20]([CH3:22])[N:19]=[C:18]([NH2:31])[N:17]=3)=[CH:14][N:13]=[C:12]([C:25]3[CH:30]=[CH:29][N:28]=[CH:27][CH:26]=3)[N:11]=2)=[CH:5][CH:4]=1. Reported procedure: A glass microwave reaction vessel was charged with N-(6-methoxypyridin-3-yl)-5-(4-methyl-6-(methylthio)-1,3,5-triazin-2-yl)-2-(pyridin-4-yl)pyrimidin-4-amine (8 mg, 0.019 mmol), ammonia (0.5 mL, 23.11 mmol) (30% in water) and dioxane (1 mL). The reaction mixture was stirred and heated in a Emrys Optimizer microwave reactor (Personal Chemistry, Biotage AB, Inc., Upssala, Sweden) at 100° C. for 18 h. The solvent was removed in vacuo and the residue was purified by silica gel chromatography eluting... Reactants: COC(=O)c1cc(CO)ccc1OC, CS(=O)(=O)Cl, CCN(C(C)C)C(C)C, ClCCl. Product: COC(=O)c1cc(CCl)ccc1OC. Reaction SMILES: [CH3:1][O:2][c:3]1[c:4]([C:5](=[O:6])[O:7][CH3:8])[cH:9][c:10]([CH2:13][OH:14])[cH:11][cH:12]1.[CH3:24][S:25]([Cl:26])(=[O:27])=[O:28].[CH:15]([N:16]([CH2:17][CH3:18])[CH:19]([CH3:20])[CH3:21])([CH3:22])[CH3:23].[Cl:29][CH2:30][Cl:31]>>[CH3:1][O:2][c:3]1[c:4]([C:5](=[O:6])[O:7][CH3:8])[cH:9][c:10]([CH2:13][Cl:26])[cH:11][cH:12]1. The reactants are C(C)(C)(C)OC(=O)N1[C@@H](C[C@H](C1)SCC1=CC=C(C=C1)OC)CN(CC1=C(C=CC(=C1)F)F)CC(=O)OC(C)(C)C ((2S,4R)-2-[[tert-butoxycarbonylmethyl-(2,5-difluoro-benzyl)-amino]-methyl]-4-(4-methoxy-benzylsulfanyl)-pyrrolidine-1-carboxylic acid tert-butyl ester), Cl (HCl). Solvent: CCOC(=O)C (EtOAc). The product is C(C)(C)(C)OC(CN(C[C@H]1NC[C@@H](C1)SCC1=CC=C(C=C1)OC)CC1=C(C=CC(=C1)F)F)=O ((2S,4R)-[(2,5-difluoro-benzyl)-[4-(4-methoxy-benzylsulfanyl)-pyrrolidin-2-ylmethyl]-amino]-acetic acid tert-butyl ester). Yield: 75.7%. As a reaction SMILES: C(OC([N:8]1[CH2:12][C@H:11]([S:13][CH2:14][C:15]2[CH:20]=[CH:19][C:18]([O:21][CH3:22])=[CH:17][CH:16]=2)[CH2:10][C@H:9]1[CH2:23][N:24]([CH2:34][C:35]([O:37][C:38]([CH3:41])([CH3:40])[CH3:39])=[O:36])[CH2:25][C:26]1[CH:31]=[C:30]([F:32])[CH:29]=[CH:28][C:27]=1[F:33])=O)(C)(C)C.Cl>CCOC(C)=O>[C:38]([O:37][C:35](=[O:36])[CH2:34][N:24]([CH2:25][C:26]1[CH:31]=[C:30]([F:32])[CH:29]=[CH:28][C:27]=1[F:33])[CH2:23][C@@H:9]1[CH2:10][C@@H:11]([S:13][CH2:14][C:15]2[CH:20]=[CH:19][C:18]([O:21][CH3:22])=[CH:17][CH:16]=2)[CH2:12][NH:8]1)([CH3:41])([CH3:39])[CH3:40]. Reported procedure: 397 mg (0.67 mmol) (2S,4R)-2-[[tert-butoxycarbonylmethyl-(2,5-difluoro-benzyl)-amino]-methyl]-4-(4-methoxy-benzylsulfanyl)-pyrrolidine-1-carboxylic acid tert-butyl ester were treated with 4.2 ml 1N HCl in EtOAc at RT. The reaction mixture was concentrated and tituration with ether yielded 250 mg (76%) (2S,4R)-[(2,5-difluoro-benzyl)-[4-(4-methoxy-benzylsulfanyl)-pyrrolidin-2-ylmethyl]-amino]-acetic acid tert-butyl ester as light brown solid, which was transformed to (2S,4R)-2-[[tert-butoxycarbony... Reaction SMILES: [Br:1][C:2]1[CH:7]=[CH:6][C:5]([OH:8])=[C:4]([F:9])[CH:3]=1.C(=O)([O-])[O-].[K+].[K+].[CH2:16](Cl)[C:17]1[CH:22]=[CH:21][CH:20]=[CH:19][CH:18]=1>CC(C)=O>[Br:1][C:2]1[CH:7]=[CH:6][C:5]([O:8][CH2:16][C:17]2[CH:22]=[CH:21][CH:20]=[CH:19][CH:18]=2)=[C:4]([F:9])[CH:3]=1 |f:1.2.3|. Run at time 30 minute. Procedure: A mixture of 25 g of 4-bromo-2-fluorophenol, 19 g of potassium carbonate and 100 ml of acetone was refluxed under stirring for 30 minutes. The reaction mixture was cooled, to which 17.40 g of benzyl chloride were dropwise added taking 15 minutes. The resultant was refluxed under stirring for 7 hours and filtered. The filtrate was distilled to remove acetone. The residue to which water was added was extracted with chloroform. The extract was washed, dried and purified by a silica gel column chrom... Solvent: CC(=O)C (acetone). Product: BrC1=CC(=C(C=C1)OCC1=CC=CC=C1)F (benzyl 4-bromo-2-fluorophenyl ether). Starting materials: BrC1=CC(=C(C=C1)O)F (4-bromo-2-fluorophenol), C([O-])([O-])=O.[K+].[K+] (potassium carbonate), C(C1=CC=CC=C1)Cl (benzyl chloride). Isolated yield 60.4%. The reactants are COC=1C(=NC=C(N1)C1=CC=CC=C1)CO ((3-methoxy-5-phenyl-pyrazin-2-yl)-methanol), O=S(Cl)Cl (SOCl2). The solvent is C(Cl)Cl (DCM). Reaction conditions: time 1 hour. Yields the product ClCC1=NC=C(N=C1OC)C1=CC=CC=C1 (2-chloromethyl-3-methoxy-5-phenyl-pyrazine). Reaction SMILES: [CH3:1][O:2][C:3]1[C:4]([CH2:15]O)=[N:5][CH:6]=[C:7]([C:9]2[CH:14]=[CH:13][CH:12]=[CH:11][CH:10]=2)[N:8]=1.O=S(Cl)[Cl:19]>C(Cl)Cl>[Cl:19][CH2:15][C:4]1[C:3]([O:2][CH3:1])=[N:8][C:7]([C:9]2[CH:14]=[CH:13][CH:12]=[CH:11][CH:10]=2)=[CH:6][N:5]=1. Procedure: To a solution of (3-methoxy-5-phenyl-pyrazin-2-yl)-methanol (60 mg, 0.28 mmol) in DCM (5 mL) is added SOCl2 (5 eq) at room temperature. The mixture is stirred at room temperature for an additional one hour. Solvent and volatile materials are removed in vacuo to dryness to give 65 mg of 2-chloromethyl-3-methoxy-5-phenyl-pyrazine as an oil.